This data is from the Open Reaction Database (ORD), a public repository of structured organic reaction records. The task is: describe an organic reaction: reactants, conditions, products, and yield The reactants are [BH4-], CC(C)(C)OC(=O)NC(CO[Si](C)(C)C(C)(C)C)CC(C)(C)C(=O)O, C1CCOC1, CC(C)COC(=O)Cl, [Na+], O. Product: CC(C)(CO)CC(CO[Si](C)(C)C(C)(C)C)NC(=O)OC(C)(C)C. Reaction SMILES: [BH4-:34].[C:1]([CH3:2])([CH3:3])([CH3:4])[O:5][C:6](=[O:7])[NH:8][CH:9]([CH2:10][C:11]([C:12](=[O:13])[OH:14])([CH3:15])[CH3:16])[CH2:17][O:18][Si:19]([CH3:20])([CH3:21])[C:22]([CH3:23])([CH3:24])[CH3:25].[CH2:36]1[O:37][CH2:38][CH2:39][CH2:40]1.[Cl:26][C:27]([O:28][CH2:29][CH:30]([CH3:31])[CH3:32])=[O:33].[Na+:35].[OH2:41]>>[C:1]([CH3:2])([CH3:3])([CH3:4])[O:5][C:6](=[O:7])[NH:8][CH:9]([CH2:10][C:11]([CH2:12][OH:13])([CH3:15])[CH3:16])[CH2:17][O:18][Si:19]([CH3:20])([CH3:21])[C:22]([CH3:23])([CH3:24])[CH3:25]. Starting materials: [Br-], O=C([O-])[O-], O=C(CBr)c1ccc(S(=O)(=O)N(Cc2ccccc2)Cc2ccccc2)cc1, ClCCl, CCCC[N+](CCCC)(CCCC)CCCC, Oc1ccc(Cl)cc1, [K+], [K+], O. The product is O=C(COc1ccc(Cl)cc1)c1ccc(S(=O)(=O)N(Cc2ccccc2)Cc2ccccc2)cc1. RXN SMILES: [Br-:46].[C:37](=[O:38])([O-:39])[O-:40].[CH2:1]([c:2]1[cH:3][cH:4][cH:5][cH:6][cH:7]1)[N:8]([S:9](=[O:10])(=[O:11])[c:12]1[cH:13][cH:14][c:15]([C:18]([CH2:19][Br:20])=[O:21])[cH:16][cH:17]1)[CH2:22][c:23]1[cH:24][cH:25][cH:26][cH:27][cH:28]1.[CH2:43]([Cl:44])[Cl:45].[CH3:47][CH2:48][CH2:49][CH2:50][N+:51]([CH2:52][CH2:53][CH2:54][CH3:55])([CH2:56][CH2:57][CH2:58][CH3:59])[CH2:60][CH2:61][CH2:62][CH3:63].[Cl:29][c:30]1[cH:31][cH:32][c:33]([OH:36])[cH:34][cH:35]1.[K+:41].[K+:42].[OH2:64]>>[CH2:1]([c:2]1[cH:3][cH:4][cH:5][cH:6][cH:7]1)[N:8]([S:9](=[O:10])(=[O:11])[c:12]1[cH:13][cH:14][c:15]([C:18]([CH2:19][O:36][c:33]2[cH:32][cH:31][c:30]([Cl:29])[cH:35][cH:34]2)=[O:21])[cH:16][cH:17]1)[CH2:22][c:23]1[cH:24][cH:25][cH:26][cH:27][cH:28]1. Reactants: O.[OH-].[Li+] (lithium hydroxide monohydrate), COC([C@H]1N(C[C@@H](C1)NC(=O)OC(C)(C)C)C(CN(C)C(=O)OC(C)(C)C)=O)=O (trans-4-(N-tert-butoxycarbonylamino)-1-(N-tert-butoxycarbonyl-N-methylglycyl)-L-proline methyl ester), CO (methanol). Run in O (water), O1CCCC1 (tetrahydrofuran). Conditions: temperature 0 celsius, time 15 hour. Product: C(C)(C)(C)OC(=O)N[C@@H]1C[C@H](N(C1)C(CN(C)C(=O)OC(C)(C)C)=O)C(=O)O (trans-4-(N-tert-Butoxycarbonylamino)-1-(N-tert-Butoxycarbonyl-N-Methylglycyl)-L-Proline). The yield is 92.4%. RXN SMILES: O.[OH-].[Li+].C[O:5][C:6](=[O:32])[C@@H:7]1[CH2:11][C@@H:10]([NH:12][C:13]([O:15][C:16]([CH3:19])([CH3:18])[CH3:17])=[O:14])[CH2:9][N:8]1[C:20](=[O:31])[CH2:21][N:22]([C:24]([O:26][C:27]([CH3:30])([CH3:29])[CH3:28])=[O:25])[CH3:23].CO>O.O1CCCC1>[C:16]([O:15][C:13]([NH:12][C@H:10]1[CH2:9][N:8]([C:20](=[O:31])[CH2:21][N:22]([C:24]([O:26][C:27]([CH3:29])([CH3:28])[CH3:30])=[O:25])[CH3:23])[C@H:7]([C:6]([OH:32])=[O:5])[CH2:11]1)=[O:14])([CH3:17])([CH3:18])[CH3:19] |f:0.1.2|. Reported procedure: A solution of lithium hydroxide monohydrate (35 mg) in water (2 mL) was added to a solution of trans-4-(N-tert-butoxycarbonylamino)-1-(N-tert-butoxycarbonyl-N-methylglycyl)-L-proline methyl ester (E, 289 mg) in tetrahydrofuran (6 mL)-methanol (2 mL) at 0° C. After stirring at 0° C. for 10 min and at room temperature for 15 hr, the solvents were removed in vacuo. The residue was diluted with water and washed with diethyl ether. The aqueous layer was acidified with 1 N hydrochloric acid, and extra... Starting materials: [H-].[Na+] (NaH), BrC1=C(NC(=O)OC(C)(C)C)C=CC=C1 (2-bromo-N-(tert-Butoxy carbonyl) aniline), ClC=CCCl (1,3 dichloropropene). Solvent: CN(C)C=O (DMF). Run at temperature 25 celsius, time 15 minute. Yields the product BrC1=C(N(CC=CCl)C(=O)OC(C)(C)C)C=CC=C1 (2-Bromo-N-(tert-butyloxycarbonyl)-N-(3-chloro-2-propen-1-yl) aniline). Yield: 89.5%. Reaction SMILES: [Br:1][C:2]1[CH:15]=[CH:14][CH:13]=[CH:12][C:3]=1[NH:4][C:5]([O:7][C:8]([CH3:11])([CH3:10])[CH3:9])=[O:6].[H-].[Na+].[Cl:18][CH:19]=[CH:20][CH2:21]Cl>CN(C=O)C>[Br:1][C:2]1[CH:15]=[CH:14][CH:13]=[CH:12][C:3]=1[N:4]([C:5]([O:7][C:8]([CH3:11])([CH3:10])[CH3:9])=[O:6])[CH2:21][CH:20]=[CH:19][Cl:18] |f:1.2|. Reported procedure: A solution of 3.2 (350 mg, 1.29 mmol) in DMF (7 ml) was cooled to 0° C. and NaH (93 mg, 3.85 mmol) was added. The resulting mixture was stirred for 15 mins and 1,3 dichloropropene (358 μl, 3.85 mmol) was added. The mixture was allowed to warm to 25 ° C. and stirred for 15 h. The mixture was then concentrated. H2O (10 ml) was added to the residue and the solution was extracted with EtOAc (3×10 ml). The combined organic layers were dried with MgSO4 and concentrated. The residue was purified by fla... The reactants are C1(CC1)CN1C(=O)N(C=2N=CNC2C1=O)CC1CC1 (1,3-di-cyclopropylmethyl xanthine), C1(CC1)CCl (cyclopropylchloromethane). Yields the product 1,3-Tri-cyclopropylmethyl-xanthine, C1(CC1)CN1C(=O)N(C=2N=CN(C2C1=O)CC1CC1)CC1CC1 (1,3,7-Tri-cyclopropylmethyl-xanthine). As a reaction SMILES: [CH:1]1([CH2:4][N:5]2[C:14](=[O:15])[C:13]3[NH:12][CH:11]=[N:10][C:9]=3[N:8]([CH2:16][CH:17]3[CH2:19][CH2:18]3)[C:6]2=[O:7])[CH2:3][CH2:2]1.[CH:20]1([CH2:23]Cl)[CH2:22][CH2:21]1>>[CH:1]1([CH2:4][N:5]2[C:14](=[O:15])[C:13]3[N:12]([CH2:23][CH:20]4[CH2:22][CH2:21]4)[CH:11]=[N:10][C:9]=3[N:8]([CH2:16][CH:17]3[CH2:19][CH2:18]3)[C:6]2=[O:7])[CH2:3][CH2:2]1. Procedure details: 1,3-Tri-cyclopropylmethyl-xanthine was prepared from 1,3-di-cyclopropylmethyl xanthine and cyclopropylchloromethane using an analogous procedure to that described in Example 5. The title compound was isolated as a crystalline solid, m.p. 78° C. Reactants: CC(C(=O)NC1=CC(=CC=C1)C1CCN(CC1)CCCCC(=O)C1=CC=C(C=C1)[N+](=O)[O-])C (2-methyl-N-(3-{1-[5-(4-nitrophenyl)-5-oxopentyl]-4-piperidinyl}phenyl)propanamide), CN(N)C1=CC=CC=C1 (1-methyl-1-phenylhydrazine). The product is CC(C(=O)NC1=CC(=CC=C1)C1CCN(CC1)CCCC1=C(N(C2=CC=CC=C12)C)C1=CC=C(C=C1)[N+](=O)[O-])C (2-METHYL-N-[3-(1-{3-[1-METHYL-2-(4-NITROPHENYL)-1H-INDOL-3-YL]PROPYL}-4-PIPERIDINYL)PHENYL]PROPANAMIDE). RXN SMILES: [CH3:1][CH:2]([CH3:33])[C:3]([NH:5][C:6]1[CH:11]=[CH:10][CH:9]=[C:8]([CH:12]2[CH2:17][CH2:16][N:15]([CH2:18][CH2:19][CH2:20][CH2:21][C:22]([C:24]3[CH:29]=[CH:28][C:27]([N+:30]([O-:32])=[O:31])=[CH:26][CH:25]=3)=O)[CH2:14][CH2:13]2)[CH:7]=1)=[O:4].[CH3:34][N:35]([C:37]1[CH:42]=[CH:41][CH:40]=[CH:39][CH:38]=1)N>>[CH3:1][CH:2]([CH3:33])[C:3]([NH:5][C:6]1[CH:11]=[CH:10][CH:9]=[C:8]([CH:12]2[CH2:17][CH2:16][N:15]([CH2:18][CH2:19][CH2:20][C:21]3[C:42]4[C:37](=[CH:38][CH:39]=[CH:40][CH:41]=4)[N:35]([CH3:34])[C:22]=3[C:24]3[CH:29]=[CH:28][C:27]([N+:30]([O-:32])=[O:31])=[CH:26][CH:25]=3)[CH2:14][CH2:13]2)[CH:7]=1)=[O:4]. Reported procedure: Prepared by Procedure E and Scheme M using 2-methyl-N-(3-{1-[5-(4-nitrophenyl)-5-oxopentyl]-4-piperidinyl}phenyl)propanamide and 1-methyl-1-phenylhydrazine: ESMS m/e: 539.6 (M+H)+. Reactants: I.FC=1C=C(C=C(C1N1N=C(N=C1)C)OC)NC(=N)SC (Methyl 3-fluoro-5-methoxy-4-(3-methyl-1H-1,2,4-triazol-1-yl)phenylcarbamimidothioate, hydroiodide), C(C)(C)N(C(C)C)CC (N,N-diisopropylethylamine), NN (hydrazine), ClCCCCC(C(=O)O)C1=CC=C(C=C1)OC(F)(F)F (6-chloro-2-(4-(trifluoromethoxy)phenyl)hexanoic acid), CN1CCOCC1 (N-methylmorpholine). Product: ClCCCCC(C1=CC=C(C=C1)OC(F)(F)F)C1=NC(=NN1)NC1=CC(=C(C(=C1)OC)N1N=C(N=C1)C)F (5-(5-chloro-1-(4-(trifluoromethoxy)phenyl)pentyl)-N-(3-fluoro-5-methoxy-4-(3-methyl-1H-1,2,4-triazol-1-yl)phenyl)-1H-1,2,4-triazol-3-amine). As a reaction SMILES: I.[F:2][C:3]1[CH:4]=[C:5]([NH:17][C:18](SC)=[NH:19])[CH:6]=[C:7]([O:15][CH3:16])[C:8]=1[N:9]1[CH:13]=[N:12][C:11]([CH3:14])=[N:10]1.[Cl:22][CH2:23][CH2:24][CH2:25][CH2:26][CH:27]([C:31]1[CH:36]=[CH:35][C:34]([O:37][C:38]([F:41])([F:40])[F:39])=[CH:33][CH:32]=1)[C:28](O)=O.CN1CCOCC1.C(N(CC)C(C)C)(C)C.[NH2:58][NH2:59]>>[Cl:22][CH2:23][CH2:24][CH2:25][CH2:26][CH:27]([C:28]1[NH:59][N:58]=[C:18]([NH:17][C:5]2[CH:6]=[C:7]([O:15][CH3:16])[C:8]([N:9]3[CH:13]=[N:12][C:11]([CH3:14])=[N:10]3)=[C:3]([F:2])[CH:4]=2)[N:19]=1)[C:31]1[CH:36]=[CH:35][C:34]([O:37][C:38]([F:39])([F:40])[F:41])=[CH:33][CH:32]=1 |f:0.1|. Reported procedure: Methyl 3-fluoro-5-methoxy-4-(3-methyl-1H-1,2,4-triazol-1-yl)phenylcarbamimidothioate, hydroiodide (0.575 g, 1.36 mmol, from preparation 5) and 6-chloro-2-(4-(trifluoromethoxy)phenyl)hexanoic acid (0.528 g, 1.70 mmol, from preparation AI) were coupled [N-methylmorpholine (0.747 mL, 6.79 mmol) was substituted for N,N-diisopropylethylamine] and then reacted with hydrazine (0.213 mL, 6.80 mmol) using a procedure analogous to Step A of Example 13. After an aqueous workup, 5-(5-chloro-1-(4-(trifluorom...